Dataset: the Open Reaction Database (ORD), a public repository of structured organic reaction records. Task: describe an organic reaction: reactants, conditions, products, and yield Reactants: FC1=CC=C(C=C1)CNC1CCN(CC1)C(=O)OC(C)(C)C (tert-butyl 4-((4-fluorophenyl)methyl)amino-piperidine carboxylate), C(C)(C)N(CC)C(C)C (diisopropylethylamine), O (water), COC1=CC=C(C=C1)CC(=O)Cl (4-methoxyphenylacetyl chloride). The solvent is ClCCl (dichloromethane). Run at time 18 hour. Yields the product FC1=CC=C(C=C1)CN(C(CC1=CC=C(C=C1)OC)=O)C1CCN(CC1)C(=O)OC(C)(C)C (N-((4-fluorophenyl)methyl)-N-(1-(tert-butyloxycarbonyl)piperidin-4-yl)-4-methoxyphenylacetamide). Reaction SMILES: [F:1][C:2]1[CH:7]=[CH:6][C:5]([CH2:8][NH:9][CH:10]2[CH2:15][CH2:14][N:13]([C:16]([O:18][C:19]([CH3:22])([CH3:21])[CH3:20])=[O:17])[CH2:12][CH2:11]2)=[CH:4][CH:3]=1.C(N(C(C)C)CC)(C)C.[CH3:32][O:33][C:34]1[CH:39]=[CH:38][C:37]([CH2:40][C:41](Cl)=[O:42])=[CH:36][CH:35]=1.O>ClCCl>[F:1][C:2]1[CH:3]=[CH:4][C:5]([CH2:8][N:9]([CH:10]2[CH2:15][CH2:14][N:13]([C:16]([O:18][C:19]([CH3:22])([CH3:21])[CH3:20])=[O:17])[CH2:12][CH2:11]2)[C:41](=[O:42])[CH2:40][C:37]2[CH:38]=[CH:39][C:34]([O:33][CH3:32])=[CH:35][CH:36]=2)=[CH:6][CH:7]=1. Procedure: To a solution of commercially available tert-butyl 4-oxo-1-piperidine carboxylate (400 mg, 2 mmol) in methanol (1 ml) and 4-fluorobenzylamine (0.114 ml, 1 mmol) in methanol (1 ml) was added acetic acid in methanol (1 M, 1.34 ml) followed by NaCNBH3 in methanol (0.3 M, 4.4 ml). The resulting solution was stirred at room temperature. After 24 h, water (2 ml) was added, and the mixture was stirred for 1 h, before it was concentrated. The resulting oil was redissolved in diethyl ether (20 ml), extra... Starting materials: ClCCl, CC(C)C(C)(N)C#N, O=C1OC(=O)c2ncccc21. Yields the product CC(C)C(C)(C#N)N1C(=O)c2cccnc2C1=O. As a reaction SMILES: [CH2:20]([Cl:21])[Cl:22].[NH2:12][C:13]([C:14]#[N:15])([CH:16]([CH3:17])[CH3:18])[CH3:19].[n:1]1[c:2]2[c:7]([cH:8][cH:9][cH:10]1)[C:6](=[O:11])[O:5][C:3]2=[O:4]>>[n:1]1[c:2]2[c:7]([cH:8][cH:9][cH:10]1)[C:6](=[O:11])[N:12]([C:13]([C:14]#[N:15])([CH:16]([CH3:17])[CH3:18])[CH3:19])[C:3]2=[O:5]. Starting materials: [BH4-].[Na+] (NaBH4), C1(=CC=CC=C1)SCC(C)=O (1-(phenylthio)propan-2-one). Run in CO (methanol). Reaction conditions: time 2 hour. Yields the product C1(=CC=CC=C1)SCC(C)O (1-(phenylthio)propan-2-ol). The yield is 52.0%. Reaction SMILES: [BH4-].[Na+].[C:3]1([S:9][CH2:10][C:11](=[O:13])[CH3:12])[CH:8]=[CH:7][CH:6]=[CH:5][CH:4]=1>CO>[C:3]1([S:9][CH2:10][CH:11]([OH:13])[CH3:12])[CH:8]=[CH:7][CH:6]=[CH:5][CH:4]=1 |f:0.1|. Procedure: 732 mg (19.2 mmol) of NaBH4 were added in portions, while cooling (ice bath), to a solution of 2.46 g (14.8 mmol) of 1-(phenylthio)propan-2-one in methanol (18 ml). Stirring was then carried out for a further 2 h while cooling (ice bath). The mixture was then quenched with AcOH (17 ml) and then concentrated in vacuo. The residue was taken up in an ether/water mixture and neutralized with NaHCO3. The phases were separated and the organic phase was dried over MgSO4, filtered and concentrated in va... Reactants: FC=1C=CC(=C(C1)C(CC(CNC1=C2C=NN(C2=CC(=C1)C)C=1C=C(C=CC1)C(=O)N([C@@H](C)C(=O)O)C)(C(F)(F)F)O)(C)C)OC (N-{[3-(4-{[4-[5-Fluoro-2-(methyloxy)phenyl]-2-hydroxy-4-methyl-2-(trifluoromethyl)pentyl]amino}-6-methyl-1H-indazol-1-yl)phenyl]carbonyl}-N-methyl-L-alanine), FC=1C=CC(=C(C1)C(CC(CNC1=C2C=NN(C2=CC(=C1)C)C=1C=C(C(=O)O)C=CC1)(C(F)(F)F)O)(C)C)OC (3-(4-{[4-[5-fluoro-2-(methyloxy)phenyl]-2-hydroxy-4-methyl-2-(trifluoromethyl)pentyl]amino}-6-methyl-1H-indazol-1-yl)benzoic acid), N[C@H](CO)C(=O)O (D-serine). Product: FC=1C=CC(=C(C1)C(CC(CNC1=C2C=NN(C2=CC(=C1)C)C=1C=C(C=CC1)C(=O)N[C@H](CO)C(=O)O)(C(F)(F)F)O)(C)C)OC (N-{[3-(4-{[4-[5-Fluoro-2-(methyloxy)phenyl]-2-hydroxy-4-methyl-2-(trifluoromethyl)pentyl]amino}-6-methyl-1H-indazol-1-yl)phenyl]carbonyl}-D-serine). As a reaction SMILES: [F:1][C:2]1[CH:3]=[CH:4][C:5]([O:45][CH3:46])=[C:6]([C:8]([CH3:44])([CH3:43])[CH2:9][C:10]([OH:42])([C:38]([F:41])([F:40])[F:39])[CH2:11][NH:12][C:13]2[CH:21]=[C:20]([CH3:22])[CH:19]=[C:18]3[C:14]=2[CH:15]=[N:16][N:17]3[C:23]2[CH:24]=[C:25]([C:29]([N:31](C)[C@H:32]([C:34]([OH:36])=[O:35])[CH3:33])=[O:30])[CH:26]=[CH:27][CH:28]=2)[CH:7]=1.FC1C=CC(OC)=C(C(C)(C)CC(O)(C(F)(F)F)CNC2C=C(C)C=C3C=2C=NN3C2C=C(C=CC=2)C(O)=[O:73])C=1.N[C@@H](C(O)=O)CO>>[F:1][C:2]1[CH:3]=[CH:4][C:5]([O:45][CH3:46])=[C:6]([C:8]([CH3:44])([CH3:43])[CH2:9][C:10]([OH:42])([C:38]([F:41])([F:39])[F:40])[CH2:11][NH:12][C:13]2[CH:21]=[C:20]([CH3:22])[CH:19]=[C:18]3[C:14]=2[CH:15]=[N:16][N:17]3[C:23]2[CH:24]=[C:25]([C:29]([NH:31][C@@H:32]([C:34]([OH:36])=[O:35])[CH2:33][OH:73])=[O:30])[CH:26]=[CH:27][CH:28]=2)[CH:7]=1. Procedure details: Prepared similarly to Intermediate 4 from 3-(4-{[4-[5-fluoro-2-(methyloxy)phenyl]-2-hydroxy-4-methyl-2-(trifluoromethyl)pentyl]amino}-6-methyl-1H-indazol-1-yl)benzoic acid and D-serine. The reactants are FC(OC1=C(C=CC=C1)N1N=C(C(C=C1)=O)C(C=CN(C)C)=O)F (1-[2-(difluoromethoxy)phenyl]-3-[3-(dimethylamino)prop-2-enoyl]pyridazin-4(1H)-one), C1(=CC=CC=C1)NN (phenylhydrazine). Solvent: CO (methanol). The product is FC(OC1=C(C=CC=C1)N1N=C(C(C=C1)=O)C1=CC=NN1C1=CC=CC=C1)F (1-[2-(difluoromethoxy)phenyl]-3-(1-phenyl-1H-pyrazol-5-yl)pyridazin-4(1H)-one). Isolated yield 4.0%. As a reaction SMILES: [F:1][CH:2]([F:24])[O:3][C:4]1[CH:9]=[CH:8][CH:7]=[CH:6][C:5]=1[N:10]1[CH:15]=[CH:14][C:13](=[O:16])[C:12]([C:17](=O)[CH:18]=[CH:19][N:20](C)C)=[N:11]1.[C:25]1([NH:31]N)[CH:30]=[CH:29][CH:28]=[CH:27][CH:26]=1>CO>[F:1][CH:2]([F:24])[O:3][C:4]1[CH:9]=[CH:8][CH:7]=[CH:6][C:5]=1[N:10]1[CH:15]=[CH:14][C:13](=[O:16])[C:12]([C:17]2[N:31]([C:25]3[CH:30]=[CH:29][CH:28]=[CH:27][CH:26]=3)[N:20]=[CH:19][CH:18]=2)=[N:11]1. Procedure details: To a solution of 1-[2-(difluoromethoxy)phenyl]-3-[3-(dimethylamino)prop-2-enoyl]pyridazin-4(1H)-one (crude 622 mg, 1.85 mmol) in 20 mL of methanol was added phenylhydrazine (800 mg, 7.40 mmol). The mixture was refluxed for 4 h and concentrated. The residue was dissolved in dichloromethane (20 mL), washed with 1N HCl aqueous solution and brine, dried over Na2SO4, and concentrated under reduced pressure. The residue was purified by prep-HPLC to give 1-[2-(difluoromethoxy)phenyl]-3-(1-phenyl-1H-pyr... Starting materials: COC(C)(C)C, CN1C(C)(C)CC(O)CC1(C)C, O=C(Cl)Oc1ccccc1, C1CN2CCN1CC2. The product is CN1C(C)(C)CC(OC(=O)Oc2ccccc2)CC1(C)C. As a reaction SMILES: [C:31]([O:32][CH3:33])([CH3:34])([CH3:35])[CH3:36].[CH3:1][N:2]1[C:3]([CH3:11])([CH3:12])[CH2:4][CH:5]([OH:10])[CH2:6][C:7]1([CH3:8])[CH3:9].[Cl:13][C:14](=[O:15])[O:16][c:17]1[cH:18][cH:19][cH:20][cH:21][cH:22]1.[N:23]12[CH2:24][CH2:25][N:26]([CH2:27][CH2:28]1)[CH2:29][CH2:30]2>>[CH3:1][N:2]1[C:3]([CH3:11])([CH3:12])[CH2:4][CH:5]([O:10][C:14](=[O:15])[O:16][c:17]2[cH:18][cH:19][cH:20][cH:21][cH:22]2)[CH2:6][C:7]1([CH3:8])[CH3:9]. Starting materials: C(C)OC(C(C(=O)OCC)CCC=C)=O (2-but-3-enylmalonic acid diethyl ester), C1(CC1)CBr (Cyclopropylmethyl bromide), ice, C(CC(=O)OCC)(=O)OCC (diethyl malonate), [H-].[Na+] (sodium hydride). Solvent: C1CCOC1 (THF). Conditions: time 30 minute. The product is C(C)OC(C(C(=O)OCC)CC1CC1)=O (2-Cyclopropylmethylmalonic acid diethyl ester). As a reaction SMILES: C(OCC)(=O)CC(OCC)=O.[H-].[Na+].C1(CBr)CC1.[CH2:19]([O:21][C:22](=[O:33])[CH:23]([CH2:29][CH2:30][CH:31]=[CH2:32])[C:24]([O:26][CH2:27][CH3:28])=[O:25])[CH3:20]>C1COCC1>[CH2:19]([O:21][C:22](=[O:33])[CH:23]([CH2:29][CH:30]1[CH2:32][CH2:31]1)[C:24]([O:26][CH2:27][CH3:28])=[O:25])[CH3:20] |f:1.2|. Reported procedure: To an ice-cooled solution of diethyl malonate (3.0 g, 18.7 mmol) in THF (30 mL) was added, portionwise over 15 min, sodium hydride (0.824 g, 60% in oil, 20.6 mmol). The mixture was stirred at RT for 30 min, and then cooled in an ice bath. Cyclopropylmethyl bromide (2.36 mL, 24.3 mmol) was added and the reaction mixture stirred at RT for 1 h and then refluxed for 6 h. The cooled mixture was concentrated in vacuo, the residue was partitioned between diethyl ether and dilute aqueous NH4Cl; and the ...